describe an organic reaction: reactants, conditions, products, and yield From a dataset of the Open Reaction Database (ORD), a public repository of structured organic reaction records. The reactants are FC1=CC=C2C(=NNC2=C1)C1CCN(CC1)CCN (2-[4-(6-fluoro-1H-indazol-3-yl)-1-piperidinyl]ethylamine), FC=1C=C2C(C(=O)OC2=O)=CC1 (4-fluorophthalic anhydride), C(Cl)Cl.CO (DCM MeOH). Solvent: CN(C)C=O (DMF). Reaction conditions: temperature 80 celsius. The product is C1(C=2C(C(N1)=O)=CC=CC2)=O (phthalimide). RXN SMILES: FC1C=C2C(C(C3CCN(CCN)CC3)=[N:7]N2)=CC=1.F[C:21]1[CH:22]=[C:23]2[C:28](=O)[O:27][C:25](=[O:26])[C:24]2=[CH:30][CH:31]=1.C(Cl)Cl.CO>CN(C=O)C>[C:25]1(=[O:26])[NH:7][C:28](=[O:27])[C:23]2=[CH:22][CH:21]=[CH:31][CH:30]=[C:24]12 |f:2.3|. Reported procedure: To a solution consisting of 2-[4-(6-fluoro-1H-indazol-3-yl)-1-piperidinyl]ethylamine (6.1 g, 23.2 mmol) in DMF (230 ml) was added 4-fluorophthalic anhydride (4.2 g, 25.5 mmol) at room temperature, under nitrogen. The reaction mixture was warmed at 80° C. for 2.5 hours at which time it was allowed to cool to room temperature. The DMF was removed under reduced pressure (<0.5 mmHg, 55° C.) to give a brown oil which was dissolved into DCM/MeOH. Purification via flash column chromatography (silica ge... Yield: 24.6%. Reported procedure: To a solution of [5-cyclobutyl-3-(2,6-dichlorophenyl)-4-isoxazolyl]methanol (150 mg, 0.503 mmol), methyl 6-(4-hydroxyphenyl)-1-naphthalenecarboxylate (140 mg, 0.503 mmol), triphenylphosphine (145 mg, 0.553 mmol) in dichloromethane (1.5 mL) was added diisopropyl azodicarboxylate (0.099 mL, 0.553 mmol) dropwise. The solution was heated in a microwave reactor at 100° C. for 10 minutes. The product was purified by chromatography (silica gel, 0-15% ethyl acetate in hexanes gradient elution) to afford... Run at temperature 100 celsius. Reactants: C1(CCC1)C1=C(C(=NO1)C1=C(C=CC=C1Cl)Cl)CO ([5-cyclobutyl-3-(2,6-dichlorophenyl)-4-isoxazolyl]methanol), OC1=CC=C(C=C1)C=1C=C2C=CC=C(C2=CC1)C(=O)OC (methyl 6-(4-hydroxyphenyl)-1-naphthalenecarboxylate), C1(=CC=CC=C1)P(C1=CC=CC=C1)C1=CC=CC=C1 (triphenylphosphine), N(=NC(=O)OC(C)C)C(=O)OC(C)C (diisopropyl azodicarboxylate). Product: C1(CCC1)C1=C(C(=NO1)C1=C(C=CC=C1Cl)Cl)COC1=CC=C(C=C1)C=1C=C2C=CC=C(C2=CC1)C(=O)OC (Methyl 6-[4-({[5-cyclobutyl-3-(2,6-dichlorophenyl)-4-isoxazolyl]methyl}oxy)phenyl]-1-naphthalenecarboxylate). Run in ClCCl (dichloromethane). RXN SMILES: [CH:1]1([C:5]2[O:9][N:8]=[C:7]([C:10]3[C:15]([Cl:16])=[CH:14][CH:13]=[CH:12][C:11]=3[Cl:17])[C:6]=2[CH2:18][OH:19])[CH2:4][CH2:3][CH2:2]1.O[C:21]1[CH:26]=[CH:25][C:24]([C:27]2[CH:28]=[C:29]3[C:34](=[CH:35][CH:36]=2)[C:33]([C:37]([O:39][CH3:40])=[O:38])=[CH:32][CH:31]=[CH:30]3)=[CH:23][CH:22]=1.C1(P(C2C=CC=CC=2)C2C=CC=CC=2)C=CC=CC=1.N(C(OC(C)C)=O)=NC(OC(C)C)=O>ClCCl>[CH:1]1([C:5]2[O:9][N:8]=[C:7]([C:10]3[C:11]([Cl:17])=[CH:12][CH:13]=[CH:14][C:15]=3[Cl:16])[C:6]=2[CH2:18][O:19][C:21]2[CH:22]=[CH:23][C:24]([C:27]3[CH:28]=[C:29]4[C:34](=[CH:35][CH:36]=3)[C:33]([C:37]([O:39][CH3:40])=[O:38])=[CH:32][CH:31]=[CH:30]4)=[CH:25][CH:26]=2)[CH2:2][CH2:3][CH2:4]1. Reactants: O=C([O-])O, ClC(Cl)Cl, FC(F)(F)OCCOCc1ccc(Br)cc1, [K+], [Mg+2], O=S(=O)([O-])[O-], O=C(O)C(F)(F)F, CSc1ccccc1. The product is O=C(OCCOC(F)(F)F)C(F)(F)F. Reaction SMILES: [C:32](=[O:33])([OH:34])[O-:35].[CH:43]([Cl:44])([Cl:45])[Cl:46].[F:1][C:2]([F:3])([F:4])[O:5][CH2:6][CH2:7][O:8][CH2:9][c:10]1[cH:11][cH:12][c:13]([Br:14])[cH:15][cH:16]1.[K+:36].[Mg+2:37].[O-:38][S:39]([O-:40])(=[O:41])=[O:42].[OH:25][C:26](=[O:27])[C:28]([F:29])([F:30])[F:31].[c:17]1([S:18][CH3:19])[cH:20][cH:21][cH:22][cH:23][cH:24]1>>[F:1][C:2]([F:3])([F:4])[O:5][CH2:6][CH2:7][O:27][C:26](=[O:25])[C:28]([F:29])([F:30])[F:31]. Starting materials: O=C1CCC(CC1)N1CCC2(CC1)C1=C(NC(O2)=O)C=CC=C1 (1′-(4-oxocyclohexyl)spiro[benzo[d][1,3]oxazine-4,4′-piperidin]-2(1H)-one), Cl.C(C)ON (O-ethylhydroxylamine hydrochloride). Run in CO (methanol), N1=CC=CC=C1 (pyridine). Reaction conditions: temperature 60 celsius, time 30 minute. Yields the product C(C)ON=C1CCC(CC1)N1CCC2(CC1)C1=C(NC(O2)=O)C=CC=C1 (1′-(4-(ethoxyimino)cyclohexyl)spiro[benzo[d][1,3]oxazine-4,4′-piperidin]-2(1H)-one). RXN SMILES: O=[C:2]1[CH2:7][CH2:6][CH:5]([N:8]2[CH2:13][CH2:12][C:11]3([O:18][C:17](=[O:19])[NH:16][C:15]4[CH:20]=[CH:21][CH:22]=[CH:23][C:14]3=4)[CH2:10][CH2:9]2)[CH2:4][CH2:3]1.Cl.[CH2:25]([O:27][NH2:28])[CH3:26]>N1C=CC=CC=1.CO>[CH2:25]([O:27][N:28]=[C:2]1[CH2:3][CH2:4][CH:5]([N:8]2[CH2:13][CH2:12][C:11]3([O:18][C:17](=[O:19])[NH:16][C:15]4[CH:20]=[CH:21][CH:22]=[CH:23][C:14]3=4)[CH2:10][CH2:9]2)[CH2:6][CH2:7]1)[CH3:26] |f:1.2|. Procedure: 1′-(4-oxocyclohexyl)spiro[benzo[d][1,3]oxazine-4,4′-piperidin]-2(1H)-one (Compound No. 64) (31 mg, 0.10 mmol) was dissolved in anhydrous pyridine (500 μL), treated with of O-ethylhydroxylamine hydrochloride (7 mg, 0.12 mmol) and stirred at 60° C. for 30 minutes. The reaction was cooled to room temperature, diluted with methanol (500 μL) and subjected to reverse-phase HPLC purification (2-30% CH3CN gradient [w/0.1% TFA (aq)] over 10 minutes, 1.0 mL injected, 35 mL/min) to provide 1′-(4-(ethoxyimi... Starting materials: ClC1=C(C=C(C(=O)O)C=C1)OC (4-chloro-3-methoxybenzoic acid), S(=O)(Cl)Cl (thionyl chloride), substituted benzoic acid. Solvent: C(Cl)(Cl)Cl (chloroform). The product is ClC1=C(C=C(C(=O)Cl)C=C1)OC (4-chloro-3-methoxybenzoyl chloride). RXN SMILES: [Cl:1][C:2]1[CH:10]=[CH:9][C:5]([C:6](O)=[O:7])=[CH:4][C:3]=1[O:11][CH3:12].S(Cl)([Cl:15])=O>C(Cl)(Cl)Cl>[Cl:1][C:2]1[CH:10]=[CH:9][C:5]([C:6]([Cl:15])=[O:7])=[CH:4][C:3]=1[O:11][CH3:12]. Procedure: 4-chloro-3-methoxybenzoic acid, 3.7 g, was wet down with chloroform, 3 mL, and thionyl chloride, 6 mL, was added under an argon atmosphere. The resulting paste was subjected to reflux. After several minutes, the light yellow solution was cooled to room temperature and another 4.0 g of the substituted benzoic acid was added. The mixture was again brought to reflux for one hour. A still head was added to the flask in order to distill off chloroform and excess thionyl chloride at the minimum temper... RXN SMILES: [Al+3:23].[C:1]([CH3:2])(=[O:3])[NH:4][c:5]1[cH:6][cH:7][c:8]([C:9](=[O:10])[Cl:11])[cH:12][cH:13]1.[CH3:14][O:15][c:16]1[cH:17][cH:18][cH:19][cH:20][cH:21]1.[Cl-:22].[Cl-:24].[Cl-:25].[Cl:27][CH2:28][Cl:29].[ClH:26]>>[C:1]([CH3:2])(=[O:3])[NH:4][c:5]1[cH:6][cH:7][c:8]([C:9](=[O:10])[c:19]2[cH:18][cH:17][c:16]([O:15][CH3:14])[cH:21][cH:20]2)[cH:12][cH:13]1. Yields the product COc1ccc(C(=O)c2ccc(NC(C)=O)cc2)cc1. Starting materials: [Al+3], CC(=O)Nc1ccc(C(=O)Cl)cc1, COc1ccccc1, [Cl-], [Cl-], [Cl-], ClCCl, Cl. Starting materials: BrC(C(=O)NC1=C(C(=CC=C1)Br)O)C (2-bromo-N-(3-bromo-2-hydroxyphenyl)propionamide), C([O-])([O-])=O.[K+].[K+] (potassium carbonate), O (water). The solvent is CN(C=O)C (N,N-dimethylformamide). Run at time 15 hour. The product is BrC1=CC=CC=2NC(C(OC21)C)=O (8-Bromo-2-methyl-2H-1,4-benzoxazin-3(4H)-one). The yield is 60.0%. Reaction SMILES: Br[CH:2]([CH3:14])[C:3]([NH:5][C:6]1[CH:11]=[CH:10][CH:9]=[C:8]([Br:12])[C:7]=1[OH:13])=[O:4].C(=O)([O-])[O-].[K+].[K+].O>CN(C)C=O>[Br:12][C:8]1[C:7]2[O:13][CH:2]([CH3:14])[C:3](=[O:4])[NH:5][C:6]=2[CH:11]=[CH:10][CH:9]=1 |f:1.2.3|. Procedure: A mixture of 2-bromo-N-(3-bromo-2-hydroxyphenyl)propionamide (4.70 g, 14.6 mmol) and potassium carbonate (2.01 g, 14.6 mmol) in N,N-dimethylformamide (100 ml) was stirred at room temperature for 15 h. The mixture was poured into water and extracted with ether. The extract was washed with brine, dried over magnesium sulfate and concentrated under vacuum. The residue was purified by column chromatography eluting with 20% ethyl acetate/n-hexane to afford 2.12 g (60%) of the title compound. The reactants are CNCC(C)C, O=C1N(c2ccc(OC(F)(F)F)cc2)CCC12CCN(S(=O)(=O)Cl)CC2. Yields the product CC(C)CN(C)S(=O)(=O)N1CCC2(CCN(c3ccc(OC(F)(F)F)cc3)C2=O)CC1. As a reaction SMILES: [CH2:27]([CH:28]([CH3:29])[CH3:30])[NH:31][CH3:32].[O:1]=[C:2]1[N:3]([c:16]2[cH:17][cH:18][c:19]([O:22][C:23]([F:24])([F:25])[F:26])[cH:20][cH:21]2)[CH2:4][CH2:5][C:6]12[CH2:7][CH2:8][N:9]([S:12](=[O:13])(=[O:14])[Cl:15])[CH2:10][CH2:11]2>>[O:1]=[C:2]1[N:3]([c:16]2[cH:17][cH:18][c:19]([O:22][C:23]([F:24])([F:25])[F:26])[cH:20][cH:21]2)[CH2:4][CH2:5][C:6]12[CH2:7][CH2:8][N:9]([S:12](=[O:13])(=[O:14])[N:31]([CH2:27][CH:28]([CH3:29])[CH3:30])[CH3:32])[CH2:10][CH2:11]2.